Dataset: the Open Reaction Database (ORD), a public repository of structured organic reaction records. Task: describe an organic reaction: reactants, conditions, products, and yield Starting materials: C(C)(=O)N1C(CC(C2=NC=CC=C12)N)C (1-acetyl-4-amino-2-methyl-3,4-dihydro-2H-[1,5] naphthyridine), ClC1=CC=C(C=C1)B(O)O (4-chlorophenylboronic acid), C(C)(=O)[O-] (acetate), N1=CC=CC=C1 (pyridine). Solvent: CN(C)C=O (DMF). Reaction conditions: time 5 hour. Product: C(C)(=O)N1[C@H](C[C@H](C2=NC=CC=C12)NC1=CC=C(C=C1)Cl)C (cis-1-acetyl-4-[(4-chlorophenyl)amino]-2-methyl-3,4-dihydro-2H-[1,5]-naphthyridine). The yield is 56.3%. Reaction SMILES: [C:1]([N:4]1[C:13]2[C:8](=[N:9][CH:10]=[CH:11][CH:12]=2)[CH:7]([NH2:14])[CH2:6][CH:5]1[CH3:15])(=[O:3])[CH3:2].[Cl:16][C:17]1[CH:22]=[CH:21][C:20](B(O)O)=[CH:19][CH:18]=1.C([O-])(=O)C.N1C=CC=CC=1>CN(C=O)C>[C:1]([N:4]1[C:13]2[C:8](=[N:9][CH:10]=[CH:11][CH:12]=2)[C@H:7]([NH:14][C:20]2[CH:21]=[CH:22][C:17]([Cl:16])=[CH:18][CH:19]=2)[CH2:6][C@@H:5]1[CH3:15])(=[O:3])[CH3:2]. Procedure: [Step 4] 15 mg of the 1-acetyl-4-amino-2-methyl-3,4-dihydro-2H-[1,5] naphthyridine and 23 mg of 4-chlorophenylboronic acid were dissolved in 0.3 mL of DMF followed by adding 27 mg of divalent capper acetate and 18 μL of pyridine and stirring for 5 hours at room temperature in the presence of air. Following completion of the reaction, the solution was filtered with celite followed by the addition of water and extracting three times with ethyl acetate. After washing with saturated brine and dehydr...